This data is from the Open Reaction Database (ORD), a public repository of structured organic reaction records. The task is: describe an organic reaction: reactants, conditions, products, and yield Reactants: N#Cc1ccc2[nH]ccc2c1, S, c1ccncc1. The product is NC(=S)c1ccc2[nH]ccc2c1. As a reaction SMILES: [C:1](#[N:2])[c:3]1[cH:4][c:5]2[cH:6][cH:7][nH:8][c:9]2[cH:10][cH:11]1.[SH2:12].[cH:13]1[cH:14][cH:15][n:16][cH:17][cH:18]1>>[C:1]([NH2:2])([c:3]1[cH:4][c:5]2[cH:6][cH:7][nH:8][c:9]2[cH:10][cH:11]1)=[S:12]. Reactants: FC1=C2C(C(=CN(C2=CC=C1)CC1=CC=C(C=C1)N1N=C(C=C1)CO)C(=O)OCC)=O (ethyl 5-fluoro-1-{4-[3-(hydroxymethyl)-1H-pyrazol-1-yl]benzyl}-4-oxo-1,4-dihydroquinoline-3-carboxylate), C[N+]1(CCOCC1)[O-] (4-methylmorpholine N-oxide). Reagents/catalysts: [Ru](=O)(=O)(=O)[O-].C(CC)[N+](CCC)(CCC)CCC (tetrapropylammonium perruthenate). Solvent: ClCCl (dichloromethane). Reaction conditions: time 10 minute. Product: FC1=C2C(C(=CN(C2=CC=C1)CC1=CC=C(C=C1)N1N=C(C=C1)C=O)C(=O)OCC)=O (Ethyl 5-fluoro-1-[4-(3-formyl-1H-pyrazol-1-yl)benzyl]-4-oxo-1,4-dihydroquinoline-3-carboxylate). Reaction SMILES: [F:1][C:2]1[CH:11]=[CH:10][CH:9]=[C:8]2[C:3]=1[C:4](=[O:31])[C:5]([C:26]([O:28][CH2:29][CH3:30])=[O:27])=[CH:6][N:7]2[CH2:12][C:13]1[CH:18]=[CH:17][C:16]([N:19]2[CH:23]=[CH:22][C:21]([CH2:24][OH:25])=[N:20]2)=[CH:15][CH:14]=1.C[N+]1([O-])CCOCC1>ClCCl.[Ru]([O-])(=O)(=O)=O.C([N+](CCC)(CCC)CCC)CC>[F:1][C:2]1[CH:11]=[CH:10][CH:9]=[C:8]2[C:3]=1[C:4](=[O:31])[C:5]([C:26]([O:28][CH2:29][CH3:30])=[O:27])=[CH:6][N:7]2[CH2:12][C:13]1[CH:14]=[CH:15][C:16]([N:19]2[CH:23]=[CH:22][C:21]([CH:24]=[O:25])=[N:20]2)=[CH:17][CH:18]=1 |f:3.4|. Procedure: To a solution of ethyl 5-fluoro-1-{4-[3-(hydroxymethyl)-1H-pyrazol-1-yl]benzyl}-4-oxo-1,4-dihydroquinoline-3-carboxylate (0.300 g, 0.712 mmol) in 10 mL of dichloromethane containing crushed molecular sieves was added 4-methylmorpholine N-oxide (0.108 g, 0.925 mmol). After 10 minutes, tetrapropylammonium perruthenate (0.025 g, 0.071 mmol) was added. After an hour, the reaction mixture was filtered through celite and concentrated in vacuo. The crude material was subjected to chromatography on sili... The reactants are ClC1=CC=C(C=C1)C1=NC(=NC(=C1)C(F)(F)F)C(=N)NO (4-(4-chloro-phenyl)-N-hydroxy-6-trifluoromethyl-pyrimidine-2-carboxamidine), S(N)(=O)(=O)C=1C=C(C(=O)O)C=CC1 (3-sulfamoyl-benzoic acid). The product is ClC1=CC=C(C=C1)C1=NC(=NC(=C1)C(F)(F)F)C1=NOC(=N1)C=1C=C(C=CC1)S(=O)(=O)N (3-[3-[4-(4-Chloro-phenyl)-6-trifluoromethyl-pyrimidin-2-yl]-[1,2,4]oxadiazol-5-yl]-benzenesulfonamide), solid. Yield: 43.0%. As a reaction SMILES: [Cl:1][C:2]1[CH:7]=[CH:6][C:5]([C:8]2[CH:13]=[C:12]([C:14]([F:17])([F:16])[F:15])[N:11]=[C:10]([C:18]([NH:20][OH:21])=[NH:19])[N:9]=2)=[CH:4][CH:3]=1.[S:22]([C:26]1[CH:27]=[C:28]([CH:32]=[CH:33][CH:34]=1)[C:29](O)=O)(=[O:25])(=[O:24])[NH2:23]>>[Cl:1][C:2]1[CH:7]=[CH:6][C:5]([C:8]2[CH:13]=[C:12]([C:14]([F:15])([F:16])[F:17])[N:11]=[C:10]([C:18]3[N:19]=[C:29]([C:28]4[CH:27]=[C:26]([S:22]([NH2:23])(=[O:25])=[O:24])[CH:34]=[CH:33][CH:32]=4)[O:21][N:20]=3)[N:9]=2)=[CH:4][CH:3]=1. Procedure details: The title compound was prepared from 4-(4-chloro-phenyl)-N-hydroxy-6-trifluoromethyl-pyrimidine-2-carboxamidine (example C.1) (0.16 g, 0.5 mmol) and commercially available 3-sulfamoyl-benzoic acid (0.1 g, 0.5 mmol) according to the general procedure VI. Obtained as a white solid (0.1 g, 43%). MS (ISP) 482.1 [(M+H)+]; mp 273° C. Reactants: solution, FC1=CC=C(C=C1)[Mg]Br (4-fluorophenyl magnesium bromide), [Cl-].[NH4+] (ammonium chloride), CN(C)C(C#N)C1CCC2(OCCO2)CC1 (Dimethylamino-(1,4-dioxa-spiro[4.5]dec-8-yl)-acetonitrile), O (water). Run in C1CCOC1 (THF), C1CCOC1 (THF). Run at time 20 hour. Product: O1CCOC12CCC(CC2)C(C2=CC=C(C=C2)F)N(C)C ((1,4-dioxa-spiro[4.5]dec-8-yl-4-fluorophenylmethyl]-dimethylamine). As a reaction SMILES: [CH3:1][N:2]([CH:4]([CH:7]1[CH2:16][CH2:15][C:10]2([O:14][CH2:13][CH2:12][O:11]2)[CH2:9][CH2:8]1)[C:5]#N)[CH3:3].[F:17][C:18]1[CH:23]=[CH:22]C([Mg]Br)=[CH:20][CH:19]=1.[Cl-].[NH4+].O>C1COCC1>[O:14]1[C:10]2([CH2:15][CH2:16][CH:7]([CH:4]([N:2]([CH3:3])[CH3:1])[C:5]3[CH:22]=[CH:23][C:18]([F:17])=[CH:19][CH:20]=3)[CH2:8][CH2:9]2)[O:11][CH2:12][CH2:13]1 |f:2.3|. Procedure: A solution of the aminonitrile 6 (19.89 g 88 mmole) in absolute THF (160 ml) was added dropwise under argon and cooling with ice to a 1M solution of 4-fluorophenyl magnesium bromide in THF (220 ml, 220 mmole) and stirred for 20 hours at RT. To work up the reaction mixture, saturated ammonium chloride solution (100 ml) and water (100 ml) were added while cooling with ice, and the mixture was extracted with diethyl ether (3×100 ml). The organic phase was washed with water and saturated sodium chlo... Starting materials: CC(C)([O-])C.[K+] (potassium tert-butoxide), C(C)(C)(C)S/N=N/C=1C=C(C(=O)O)C=CC1C (3-[(E)-(tert-butylthio)diazenyl]-4-methylbenzoic acid), ice water. The solvent is CS(=O)C (DMSO). Conditions: time 8 hour. Product: N1N=CC2=CC=C(C=C12)C(=O)O (1H-indazole-6-carboxylic acid). Yield: 67.6%. Reaction SMILES: CC(C)([O-])C.[K+].C(S/[N:12]=[N:13]/[C:14]1[CH:15]=[C:16]([CH:20]=[CH:21][C:22]=1[CH3:23])[C:17]([OH:19])=[O:18])(C)(C)C>CS(C)=O>[NH:13]1[C:14]2[C:22](=[CH:21][CH:20]=[C:16]([C:17]([OH:19])=[O:18])[CH:15]=2)[CH:23]=[N:12]1 |f:0.1|. Procedure details: To a stirred solution of potassium tert-butoxide (8.1 g, 73 mmol) in DMSO (30 mL) was added a solution of 3-[(E)-(tert-butylthio)diazenyl]-4-methylbenzoic acid (1.9 g, 7.3 mmol) at RT. The mixture was stirred overnight, followed by the adition of ice water. The aqueous layer was extracted with ethyl acetate. The organic layer was dicarded. The pH of the aqueous layer was adjusted to 4-5 with aqueous 1N HCl. The aqueous layer was extracted with ethyl acetate. The organic layer was washed with bri... The reactants are Cl.C(C1=CC=CC=C1)N1C[C@H]2C(N3C4=C(C=CC=C4[C@@H]2C1)CCC3)=O ((±)-trans-10-benzyl-5,6,9,10,11,11a-hexahydro-4H-pyrido[3,2,1-ij]pyrrolo[3,4-c]quinolin-8(8aH)-one, hydrochloride salt), ClC(=O)OC(C)Cl (1-chloroethyl chloroformate), Cl (HCl), CCOCC (ether), residue, C([O-])([O-])=O.[Na+].[Na+] (sodium carbonate). Solvent: C1(=CC=CC=C1)C (toluene), C(Cl)(Cl)Cl (chloroform). Reaction conditions: temperature 110 celsius, time 3 hour. The product is Cl.C1=C2[C@H]3[C@H](C(N4C2=C(C=C1)CCC4)=O)CNC3 ((±)-trans-5,6,9,10,11,11a-hexahydro-4H-pyrido[3,2,1-ij]pyrrolo[3,4-c]quinolin-8(8aH)-one, hydrochloride salt). Yield: 50.0%. As a reaction SMILES: Cl.C([N:9]1[CH2:21][C@@H:20]2[C@H:11]([C:12](=[O:25])[N:13]3[CH2:24][CH2:23][CH2:22][C:15]4[CH:16]=[CH:17][CH:18]=[C:19]2[C:14]3=4)[CH2:10]1)C1C=CC=CC=1.[Cl:26]C(OC(Cl)C)=O.C(=O)([O-])[O-].[Na+].[Na+].Cl.CCOCC>C1(C)C=CC=CC=1.C(Cl)(Cl)Cl>[ClH:26].[CH:18]1[CH:17]=[CH:16][C:15]2[CH2:22][CH2:23][CH2:24][N:13]3[C:14]=2[C:19]=1[C@@H:20]1[CH2:21][NH:9][CH2:10][C@H:11]1[C:12]3=[O:25] |f:0.1,3.4.5,10.11|. Reported procedure: To a solution of (±)-trans-10-benzyl-5,6,9,10,11,11a-hexahydro-4H-pyrido[3,2,1-ij]pyrrolo[3,4-c]quinolin-8(8aH)-one from EXAMPLE 1, Part E (1.2 g, 3.8 mmol) in 20 mL of toluene was added 1-chloroethyl chloroformate (0.81 mL, 7.53 mmol) and the resulting solution was stirred at 110° C. for 3 h. The reaction mixture was cooled and the toluene was removed under reduced pressure. The residue was taken up in 20 mL of methanol and was stirred at 65° C. for 1 h. The reaction was cooled and the methanol... Starting materials: [OH-].[Na+] (NaOH), C(C)OC(C(NC(=O)OCC1=CC=CC=C1)CC1=CC(=CC=C1)NS(=O)(=O)C)=O (N-benzyloxycarbonyl-3-methanesulfonamido-D,L-phenylalanine ethyl ester). Run in C1CCOC1 (THF). Conditions: time 8 hour. The product is C(C1=CC=CC=C1)OC(=O)NC(CC1=CC(=CC=C1)NS(=O)(=O)C)C(=O)O (N-benzyloxycarbonyl-3-methanesulfonamido-D,L-phenylalanine). RXN SMILES: [OH-].[Na+].C([O:5][C:6](=[O:31])[CH:7]([CH2:19][C:20]1[CH:25]=[CH:24][CH:23]=[C:22]([NH:26][S:27]([CH3:30])(=[O:29])=[O:28])[CH:21]=1)[NH:8][C:9]([O:11][CH2:12][C:13]1[CH:18]=[CH:17][CH:16]=[CH:15][CH:14]=1)=[O:10])C>C1COCC1>[CH2:12]([O:11][C:9]([NH:8][CH:7]([C:6]([OH:31])=[O:5])[CH2:19][C:20]1[CH:25]=[CH:24][CH:23]=[C:22]([NH:26][S:27]([CH3:30])(=[O:29])=[O:28])[CH:21]=1)=[O:10])[C:13]1[CH:18]=[CH:17][CH:16]=[CH:15][CH:14]=1 |f:0.1|. Procedure details: Add 1N NaOH (107 mL) to the product of Step A (14.80 g) in THF (100 mL) and stir overnight. Concentrate the THF solution in vacuo and partition between EtOAc (700 mL)/2N HCl (200 mL). Concentrate the dried (MgSO4) EtOAc solution in vacuo to a residue. Add CH2Cl2 (50 mL) and concentrate in vacuo (3 times) to give N-benzyloxycarbonyl-3-methanesulfonamido-D,L-phenylalanine. RXN SMILES: C(N(C#N)N)(C)C.C(Cl)([Cl:10])=O.[CH:12]([N:15]1[C:19]([Cl:20])=[N:18][C:17]([OH:21])=[N:16]1)([CH3:14])[CH3:13].Cl>C(Cl)Cl>[ClH:10].[CH:12]([N:15]1[C:19]([Cl:20])=[N:18][C:17]([OH:21])=[N:16]1)([CH3:14])[CH3:13] |f:5.6|. Procedure details: A solution of 30 g of 1-isopropyl-1-cyanohydrazine in 45 ml of methylene chloride is added dropwise, in the course of 5 hours, to a solution, cooled to 5° C, of 59 g of phosgene in 180 ml of methylene chloride. After completion of the addition, the temperature is allowed to rise to room temperature, and stirring is maintained for 24 hours, with 1-isopropyl-3-hydroxy-5-chloro-1,2,4-triazole precipitating out in crystalline form as hydrochloride. There is obtained 33 g (53.2% of theory) of 1-isopr... Starting materials: C(=O)(Cl)Cl (phosgene), C(C)(C)N(N)C#N (1-isopropyl-1-cyanohydrazine), C(C)(C)N1N=C(N=C1Cl)O (1-isopropyl-3-hydroxy-5-chloro-1,2,4-triazole), Cl (hydrochloride). Yields the product Cl.C(C)(C)N1N=C(N=C1Cl)O (1-isopropyl-3-hydroxy-5-chloro-1,2,4-triazole hydrochloride). The solvent is C(Cl)Cl (methylene chloride), C(Cl)Cl (methylene chloride). Isolated yield 53.2%. The reactants are CN(C)C=O, O=CCOCCCCOc1c(Cl)cc(OCC=C(Cl)Cl)cc1Cl, N#CC(Cl)(Cl)Cl, Cl, [Zn]. Yields the product N#CC(Cl)(Cl)C(O)COCCCCOc1c(Cl)cc(OCC=C(Cl)Cl)cc1Cl. RXN SMILES: [CH3:32][N:33]([CH3:34])[CH:35]=[O:36].[Cl:1][c:2]1[c:3]([O:4][CH2:5][CH2:6][CH2:7][CH2:8][O:9][CH2:10][CH:11]=[O:12])[c:13]([Cl:23])[cH:14][c:15]([O:17][CH2:18][CH:19]=[C:20]([Cl:21])[Cl:22])[cH:16]1.[Cl:24][C:25]([C:26]#[N:27])([Cl:28])[Cl:29].[ClH:30].[Zn:31]>>[Cl:1][c:2]1[c:3]([O:4][CH2:5][CH2:6][CH2:7][CH2:8][O:9][CH2:10][CH:11]([OH:12])[C:25]([Cl:24])([C:26]#[N:27])[Cl:28])[c:13]([Cl:23])[cH:14][c:15]([O:17][CH2:18][CH:19]=[C:20]([Cl:21])[Cl:22])[cH:16]1.